This data is from the Open Reaction Database (ORD), a public repository of structured organic reaction records. The task is: describe an organic reaction: reactants, conditions, products, and yield The reactants are N([C@@H](CO)C(=O)N[C@@H](CO)C(=O)OC)C(=O)OCC1=CC=CC=C1 (Z-Ser-Ser-OMe), Cl (hydrochloric acid), [H][H] (hydrogen). The reagents and catalysts are [Pd] (palladium). The solvent is CO (methanol). Yields the product N[C@@H](CO)C(=O)N[C@@H](CO)C(=O)OC.Cl (H-Ser-Ser-OMe.HCl). As a reaction SMILES: [NH:1](C(OCC1C=CC=CC=1)=O)[C@H:2]([C:5]([NH:7][C@H:8]([C:11]([O:13][CH3:14])=[O:12])[CH2:9][OH:10])=[O:6])[CH2:3][OH:4].[H][H].[ClH:27]>CO.[Pd]>[NH2:1][C@H:2]([C:5]([NH:7][C@H:8]([C:11]([O:13][CH3:14])=[O:12])[CH2:9][OH:10])=[O:6])[CH2:3][OH:4].[ClH:27] |f:5.6|. Procedure: 2.5 Grams of Z-Ser-Ser-OMe was dissolved in 50 ml of methanol with 7.34 ml of 1N-hydrochloric acid, then in the presence of 500 mg of palladium balck, catalytic reduction was carried out at 20° C., under 1 atmospheric pressure of hydrogen gas, to obtain H-Ser-Ser-OMe.HCl. Reactants: C1(=C(C=CC=C1)N)N (1,2-phenylenediamine), O1C(CCC1)=O (dihydro-furan-2-one). Solvent: Cl (hydrochloric acid). Yields the product N1C(=NC2=C1C=CC=C2)CCCO (3-(1H-benzimidazol-2-yl)-propan-1-ol). Isolated yield 95.5%. RXN SMILES: [C:1]1([NH2:8])[CH:6]=[CH:5][CH:4]=[CH:3][C:2]=1[NH2:7].[O:9]1[CH2:13][CH2:12][CH2:11][C:10]1=O>Cl>[NH:7]1[C:2]2[CH:3]=[CH:4][CH:5]=[CH:6][C:1]=2[N:8]=[C:13]1[CH2:12][CH2:11][CH2:10][OH:9]. Reported procedure: A mixture of 5.4 g of 1,2-phenylenediamine and 4.5 g of dihydro-furan-2-one in 50 mL of 4N hydrochloric acid was heated to reflux for 20 h, 1 teaspoon of decolorizing carbon added, and after another 15 min reflux, filtered hot. The filtrate was concentrated under reduced pressure to near dryness, the residue made basic (pH=8) with saturated sodium bicarbonate and extracted into 3×80 mL of ether. The combined extracts were dried over magnesium sulfate and concentrated under reduced pressure. Afte... Reactants: CCC(=O)C1C(=O)CC(C=O)CC1=O, NOS(=O)(=O)O, O. Yields the product CCC(=O)C1C(=O)CC(C#N)CC1=O. RXN SMILES: [CH:1](=[O:2])[CH:3]1[CH2:4][C:5](=[O:14])[CH:6]([C:10]([CH2:11][CH3:12])=[O:13])[C:7](=[O:9])[CH2:8]1.[NH2:15][O:16][S:17]([OH:18])(=[O:19])=[O:20].[OH2:21]>>[C:1]([CH:3]1[CH2:4][C:5](=[O:14])[CH:6]([C:10]([CH2:11][CH3:12])=[O:13])[C:7](=[O:9])[CH2:8]1)#[N:15]. The reactants are COC1=CC=C(C=C1)C(C(=O)O)=O (4-methoxyphenylglyoxylic acid), O (water), CI (Methyl iodide), [Mg] (magnesium). The solvent is C(C)OCC (diethyl ether), O1CCCC1 (tetrahydrofuran). Run at time 3 hour. Yields the product OC(C(=O)O)(C)C1=CC=C(C=C1)OC (2-hydroxy-2-(4-methoxyphenyl)propionic acid). Yield: 92.9%. Reaction SMILES: [CH3:1]I.[Mg].[CH3:4][O:5][C:6]1[CH:11]=[CH:10][C:9]([C:12](=[O:16])[C:13]([OH:15])=[O:14])=[CH:8][CH:7]=1.O>C(OCC)C.O1CCCC1>[OH:16][C:12]([C:9]1[CH:8]=[CH:7][C:6]([O:5][CH3:4])=[CH:11][CH:10]=1)([CH3:1])[C:13]([OH:15])=[O:14]. Reported procedure: Methyl iodide (55 ml, 880 mmol) was slowly added to a solution of magnesium (23 g) in diethyl ether (500 ml) at -20° C. and then stirred for 3 hours at room temperature. To the resulting suspension was slowly added dropwise 4-methoxyphenylglyoxylic acid (34.6 g, 192 mmol), as prepared in Example 21, dissolved in dry tetrahydrofuran (100 ml) at 0° C., and the reaction mixture was stirred for about 12 hours at room temperature. After adding cooling water, the reaction solution was extracted with e... The reactants are CNS(=O)(=O)C(C(C(C(F)(F)F)(F)F)(F)F)(F)F (N-Methylperfluorobutanesulfonamide), C(Cl)C1CO1 (epichlorohydrin), CNS(=O)(=O)C(C(C(C(F)(F)F)(F)F)(F)F)(F)F (MeFBSA), CNS(=O)(=O)C(C(C(C(F)(F)F)(F)F)(F)F)(F)F (MeFBSA), O([Na])C (NaOCH3). The product is C(C1CO1)N(S(=O)(=O)C(C(C(C(F)(F)F)(F)F)(F)F)(F)F)C (N-glycidyl-N-methylperfluorobutanesulfonamide). As a reaction SMILES: [CH3:1][NH:2][S:3]([C:6]([F:18])([F:17])[C:7]([F:16])([F:15])[C:8]([F:14])([F:13])[C:9]([F:12])([F:11])[F:10])(=[O:5])=[O:4].O(C)[Na].[CH2:22]([CH:24]1[O:26][CH2:25]1)Cl>>[CH2:22]([N:2]([CH3:1])[S:3]([C:6]([F:17])([F:18])[C:7]([F:15])([F:16])[C:8]([F:13])([F:14])[C:9]([F:10])([F:12])[F:11])(=[O:5])=[O:4])[CH:24]1[O:26][CH2:25]1. Procedure details: N-Methylperfluorobutanesulfonamide (MeFBSA, 313 g, 1.0 mol; preparation described in U.S. Pat. No. 6,664,354, Savu et al., Example 1, Part A) was added to a stirred mixture of 220 g NaOCH3 (1.02 mol; 25% NaOMe in MeOH). The solvent was removed under vacuum (pot temperature about 80° C.; 50 mm Hg). The resulting paste was dissolved in 250 mL THF and treated with 473 g (5.11 mol) epichlorohydrin and stirred at reflux for 4 hr. GLC analysis showed complete conversion of MeFBSA. The slurry was coole... Reactants: B(O)(O)O (boric acid), N1=C(N)N=C(N)N=C1N (melamine), ( T ), ( ψ ), ( t ). Yields the product B(O)(O)O.N1=C(N)N=C(N)N=C1N (melamine borate). RXN SMILES: [B:1]([OH:4])([OH:3])[OH:2].[N:5]1[C:12]([NH2:13])=[N:11][C:9]([NH2:10])=[N:8][C:6]=1[NH2:7]>>[B:1]([OH:4])([OH:3])[OH:2].[N:5]1[C:12]([NH2:13])=[N:11][C:9]([NH2:10])=[N:8][C:6]=1[NH2:7] |f:2.3|. Procedure: A method for producing melamine borate particles, which comprises maintaining a mixture of boric acid and melamine at a temperature (T) of from 0° to 200° C., in an atmosphere containing steam so that the relative humidity (ψ) is at least 5%, for a retention time (t) within a range of from 1 to 100 hours, and under a condition that satisfies a formula (T-60)≥-20·log10 (t/4)+(ψ-100)2 /20, to form melamine borate particles as defined in above item 1 or a mixture containing them. Reactants: C(C1=CC=CC=C1)N1C(=NC=2N(C(NC(C12)=O)=O)C)C (7-Benzyl-3,8-dimethylxanthine), [H-].[Na+] (sodium hydride), C(C)(=O)O[C@@H](CCCCCl)C ((R)-5-acetoxy-1-chlorohexane). Solvent: CS(=O)C (DMSO). Reaction conditions: temperature 75 celsius. Product: C(C)(=O)O[C@@H](CCCCN1C(=O)N(C=2N=C(N(C2C1=O)CC1=CC=CC=C1)C)C)C ((R)-1-(5-Acetoxyhexyl)-7-benzyl-3,8-dimethylxanthine). Reaction SMILES: [CH2:1]([N:8]1[C:16]2[C:15](=[O:17])[NH:14][C:13](=[O:18])[N:12]([CH3:19])[C:11]=2[N:10]=[C:9]1[CH3:20])[C:2]1[CH:7]=[CH:6][CH:5]=[CH:4][CH:3]=1.[H-].[Na+].[C:23]([O:26][C@H:27]([CH3:33])[CH2:28][CH2:29][CH2:30][CH2:31]Cl)(=[O:25])[CH3:24]>CS(C)=O>[C:23]([O:26][C@H:27]([CH3:33])[CH2:28][CH2:29][CH2:30][CH2:31][N:14]1[C:15](=[O:17])[C:16]2[N:8]([CH2:1][C:2]3[CH:7]=[CH:6][CH:5]=[CH:4][CH:3]=3)[C:9]([CH3:20])=[N:10][C:11]=2[N:12]([CH3:19])[C:13]1=[O:18])(=[O:25])[CH3:24] |f:1.2|. Procedure details: 7-Benzyl-3,8-dimethylxanthine (500 mg, 1.85 mmol) was added to a suspension of sodium hydride (50.5 mg) in anhydrous DMSO (20 ml) and stirred for 30 min. (R)-5-acetoxy-1-chlorohexane (357 mg) (prepared according to Kline et al. U.S. Pat. No. 5,629,423 (1997)) was added and the mixture was heated at 70-80° C. for 12 h. After cooling to room temperature, the reaction was quenched by the addition of water (50 ml) and extracted with ethyl acetate (3×75 ml). The combined extracts were washed with wat...